From a dataset of the Open Reaction Database (ORD), a public repository of structured organic reaction records. describe an organic reaction: reactants, conditions, products, and yield Starting materials: C(CCl)Cl (EDC), CC=1OC(=C(N1)C(=O)O)C (2,5-dimethyl-oxazole-4-carboxylic acid), C(C)(C)(C)OC(=O)N1CC=2C=C3C(=CC2C[C@H]1C(N[C@@H](CC1=CC=C(C=C1)C1=C(C(=NC=C1)C)C)C(=O)O)=O)OC[C@@H](O3)C3=CC=C(C=C3)O ((3S,8S)-8-{(S)-1-Carboxy-2-[4-(2,3-dimethyl-pyridin-4-yl)-phenyl]-ethyl-carbamoyl}-3-(4-hydroxy-phenyl)-2,3,8,9-tetrahydro-6H-[1,4]dioxino[2,3-g]isoquinoline-7-carboxylic acid tert-butyl ester), TEA, FC(C1CCC(CC1)CO)(F)F ((4-trifluoromethyl-cyclohexyl)-methanol), COC([C@H](CC1=CC=C(C=C1)C1=C(C(=NC=C1)C)C)NC(=O)[C@H]1N(CC=2C=C3C(=CC2C1)OC[C@@H](O3)C3=CC=C(C=C3)OCC3CCC(CC3)C(F)(F)F)C(=O)C=3N=C(OC3C)C)=O ((S)-2-({(3S,8S)-7-(2,5-dimethyl-oxazole-4-carbonyl)-3-[4-(4-trifluoromethyl-cyclohexyl-methoxy)-phenyl]-2,3,6,7,8,9-hexahydro-[1,4]dioxino[2,3-g]isoquinoline-8-carbonyl}-amino)-3-[4-(2,3-dimethyl-pyridin-4-yl)-phenyl]-propionic acid methyl ester). Run in C(Cl)Cl (DCM), C(Cl)Cl (DCM). Reaction conditions: time 40 minute. The product is CC=1OC(=C(N1)C(=O)N1CC=2C=C3C(=CC2C[C@H]1C(=O)N[C@H](C(=O)O)CC1=CC=C(C=C1)C1=C(C(=NC=C1)C)C)OC[C@@H](O3)C3=CC=C(C=C3)OCC3CCC(CC3)C(F)(F)F)C ((S)-2-({(3S,8S)-7-(2,5-Dimethyl-oxazole-4-carbonyl)-3-[4-(4-trifluoromethyl-cyclohexylmethoxy)-phenyl]-2,3,6,7,8,9-hexahydro-[1,4]dioxino[2,3-g]isoquinoline-8-carbonyl}-amino)-3-[4-(2,3-dimethyl-pyridin-4-yl)-phenyl]-propionic acid). Reaction SMILES: C(OC(N1[C@H](C(=O)N[C@H](C(O)=O)CC2C=CC(C3C=CN=C(C)C=3C)=CC=2)CC2C=C3OC[C@H](C4C=CC(O)=CC=4)OC3=CC=2C1)=O)(C)(C)C.FC(F)(F)C1CCC(CO)CC1.C[O:64][C:65](=[O:126])[C@@H:66]([NH:82][C:83]([C@@H:85]1[CH2:94][C:93]2[CH:92]=[C:91]3[O:95][CH2:96][C@H:97]([C:99]4[CH:104]=[CH:103][C:102]([O:105][CH2:106][CH:107]5[CH2:112][CH2:111][CH:110]([C:113]([F:116])([F:115])[F:114])[CH2:109][CH2:108]5)=[CH:101][CH:100]=4)[O:98][C:90]3=[CH:89][C:88]=2[CH2:87][N:86]1[C:117]([C:119]1[N:120]=[C:121]([CH3:125])[O:122][C:123]=1[CH3:124])=[O:118])=[O:84])[CH2:67][C:68]1[CH:73]=[CH:72][C:71]([C:74]2[CH:79]=[CH:78][N:77]=[C:76]([CH3:80])[C:75]=2[CH3:81])=[CH:70][CH:69]=1.C(Cl)CCl.CC1OC(C)=C(C(O)=O)N=1>C(Cl)Cl>[CH3:125][C:121]1[O:122][C:123]([CH3:124])=[C:119]([C:117]([N:86]2[C@H:85]([C:83]([NH:82][C@@H:66]([CH2:67][C:68]3[CH:73]=[CH:72][C:71]([C:74]4[CH:79]=[CH:78][N:77]=[C:76]([CH3:80])[C:75]=4[CH3:81])=[CH:70][CH:69]=3)[C:65]([OH:126])=[O:64])=[O:84])[CH2:94][C:93]3[CH:92]=[C:91]4[O:95][CH2:96][C@H:97]([C:99]5[CH:100]=[CH:101][C:102]([O:105][CH2:106][CH:107]6[CH2:108][CH2:109][CH:110]([C:113]([F:114])([F:116])[F:115])[CH2:111][CH2:112]6)=[CH:103][CH:104]=5)[O:98][C:90]4=[CH:89][C:88]=3[CH2:87]2)=[O:118])[N:120]=1. Reported procedure: (3S,8S)-8-{(S)-1-Carboxy-2-[4-(2,3-dimethyl-pyridin-4-yl)-phenyl]-ethyl-carbamoyl}-3-(4-hydroxy-phenyl)-2,3,8,9-tetrahydro-6H-[1,4]dioxino[2,3-g]isoquinoline-7-carboxylic acid tert-butyl ester was coupled with (4-trifluoromethyl-cyclohexyl)-methanol according to the General Procedure K. The resulting product was converted to (S)-2-({(3S,8S)-7-(2,5-dimethyl-oxazole-4-carbonyl)-3-[4-(4-trifluoromethyl-cyclohexyl-methoxy)-phenyl]-2,3,6,7,8,9-hexahydro-[1,4]dioxino[2,3-g]isoquinoline-8-carbonyl}-ami... Reactants: O=[N+]([O-])c1ccc(Cl)cc1, O=C1CCC(=O)N1I, O=S(=O)(O)C(F)(F)F. Product: O=[N+]([O-])c1ccc(Cl)c(I)c1. As a reaction SMILES: [Cl:9][c:10]1[cH:11][cH:12][c:13]([N+:16](=[O:17])[O-:18])[cH:14][cH:15]1.[I:1][N:2]1[C:3](=[O:4])[CH2:5][CH2:6][C:7]1=[O:8].[OH:19][S:20]([C:21]([F:22])([F:23])[F:24])(=[O:25])=[O:26]>>[I:1][c:11]1[c:10]([Cl:9])[cH:15][cH:14][c:13]([N+:16](=[O:17])[O-:18])[cH:12]1.